This data is from the Open Reaction Database (ORD), a public repository of structured organic reaction records. The task is: describe an organic reaction: reactants, conditions, products, and yield Reactants: [BH4-].[Li+] (Lithium borohydride), IC1=CN(C=2N=CN=CC21)C(C(=O)OC)(C)C (methyl 2-(5-iodo-7H-pyrrolo[2,3-d]pyrimidin-7-yl)-2-methylpropanoate), O (water). The solvent is C(C)O (ethanol). Conditions: time 17 hour. Yields the product IC1=CN(C=2N=CN=CC21)C(CO)(C)C (2-(5-Iodo-7H-pyrrolo[2,3-d]pyrimidin-7-yl)-2-methylpropan-1-ol). Yield: 100.0%. As a reaction SMILES: [BH4-].[Li+].[I:3][C:4]1[C:12]2[CH:11]=[N:10][CH:9]=[N:8][C:7]=2[N:6]([C:13]([CH3:19])([CH3:18])[C:14](OC)=[O:15])[CH:5]=1.O>C(O)C>[I:3][C:4]1[C:12]2[CH:11]=[N:10][CH:9]=[N:8][C:7]=2[N:6]([C:13]([CH3:19])([CH3:18])[CH2:14][OH:15])[CH:5]=1 |f:0.1|. Procedure details: Lithium borohydride (32.3 mL, 64.6 mmol, 2.0 M in THF) was added to methyl 2-(5-iodo-7H-pyrrolo[2,3-d]pyrimidin-7-yl)-2-methylpropanoate (8.92 g, 25.9 mmol) (see Preparation 21) in ethanol (70 mL). The mixture was stirred at room temperature for 17 hours then water (70 mL) was added. The mixture was evaporated in vacuo then the residue was partitioned between DCM (250 mL) and water (50 mL). The aqueous phase was extracted with DCM:MeOH (90:10, 2×250 mL) and the combined organic phases were dried... Starting materials: COC1=CC=C2C=CNC2=C1 (6-(methyloxy)-1H-indole), [BH3-]C#N.[Na+] (NaBH3CN), C(C)(=O)OC(C)=O (acetic anhydride). Solvent: C(C)(=O)O (acetic acid), C(C)(=O)O (acetic acid). Reaction conditions: time 8 hour. Product: C(C)(=O)N1CCC2=CC=C(C=C12)OC (1-acetyl-6-(methyloxy)-2,3-dihydro-1H-indole). Reaction SMILES: [CH3:1][O:2][C:3]1[CH:11]=[C:10]2[C:6]([CH:7]=[CH:8][NH:9]2)=[CH:5][CH:4]=1.[BH3-]C#N.[Na+].[C:16](OC(=O)C)(=[O:18])[CH3:17]>C(O)(=O)C>[C:16]([N:9]1[C:10]2[C:6](=[CH:5][CH:4]=[C:3]([O:2][CH3:1])[CH:11]=2)[CH2:7][CH2:8]1)(=[O:18])[CH3:17] |f:1.2|. Procedure details: To a solution of 6-(methyloxy)-1H-indole (5.0 g, 34 mmols) in acetic acid (150 mL) was added NaBH3CN (5.12 g, 81.6 mmol) in several small portions. After stirring overnight at rt, the solvent was removed, the residue redissolved in ethyl acetate (300 mL), washed with saturated NaHCO3 (600 mL), filtered through a cotton plug and concentrated under reduced pressure to provide the crude indoline. ESIMS (M+H)+=150. The residue was then dissolved in glacial acetic acid (150 mL) and acetic anhydride (... The reactants are NC1=C2C(=NC=N1)N(N=C2C2=CC=C(C=C2)O)C2CCC(CC2)N2CCN(CC2)C (4-{4-amino-1-[4-(4-methylpiperazino)cyclohexyl]-1H-pyrazolo[3,4-d]pyrimidin-3-yl}phenol), [H-].[Na+] (sodium hydride), FC1=C(C=CC=C1)[N+](=O)[O-] (2-Fluoronitrobenzene), [H-].[Na+] (sodium hydride), FC1=C(C=CC=C1)[N+](=O)[O-] (2-fluoronitrobenzene). The solvent is O1CCOCC1 (dioxane). Run at time 20 minute. Yields the product C(C)(=O)O.C(C)(=O)O.CN1CCN(CC1)[C@H]1CC[C@H](CC1)N1N=C(C=2C1=NC=NC2N)C2=CC=C(C=C2)OC2=C(C=CC=C2)[N+](=O)[O-] (cis-1-[4-(4-methylpiperazino)cyclohexyl]-3-[4-(2-nitrophenoxy)phenyl]-1H-pyrazolo[3,4-d]pyrimidin-4-amine diacetate salt). Yield: 26.3%. As a reaction SMILES: [NH2:1][C:2]1[N:7]=[CH:6][N:5]=[C:4]2[N:8]([CH:18]3[CH2:23][CH2:22][CH:21]([N:24]4[CH2:29][CH2:28][N:27]([CH3:30])[CH2:26][CH2:25]4)[CH2:20][CH2:19]3)[N:9]=[C:10]([C:11]3[CH:16]=[CH:15][C:14]([OH:17])=[CH:13][CH:12]=3)[C:3]=12.[H-].[Na+].F[C:34]1[CH:39]=[CH:38][CH:37]=[CH:36][C:35]=1[N+:40]([O-:42])=[O:41]>O1CCOCC1>[C:14]([OH:17])(=[O:41])[CH3:15].[C:14]([OH:17])(=[O:41])[CH3:15].[CH3:30][N:27]1[CH2:26][CH2:25][N:24]([C@@H:21]2[CH2:22][CH2:23][C@H:18]([N:8]3[C:4]4=[N:5][CH:6]=[N:7][C:2]([NH2:1])=[C:3]4[C:10]([C:11]4[CH:16]=[CH:15][C:14]([O:17][C:34]5[CH:39]=[CH:38][CH:37]=[CH:36][C:35]=5[N+:40]([O-:42])=[O:41])=[CH:13][CH:12]=4)=[N:9]3)[CH2:19][CH2:20]2)[CH2:29][CH2:28]1 |f:1.2,5.6.7|. Procedure: A mixture of 4-{4-amino-1-[4-(4-methylpiperazino)cyclohexyl]-1H-pyrazolo[3,4-d]pyrimidin-3-yl}phenol (0.200 g, 0.491 mmol, 1 equiv) and 60% sodium hydride (0.020 g, 0.49 mmol, 1 equiv) in dioxane (4.9 mL) was stirred at ambient temperature for 20 minutes. 2-Fluoronitrobenzene (0.06 mL, 0.6 mmol, 1.1 equiv) was added and the reaction mixture was heated at 100° C. for 3 h. Additional sodium hydride (0.010 g, 0.24 mmol, 0.5 equiv) and 2-fluoronitrobenzene (0.02 mL, 0.2 mmol, 0.4 equiv) were added a... The product is N#Cc1cccc(C2OCCO2)c1. As a reaction SMILES: [C:1](#[N:2])[c:3]1[cH:4][c:5]([CH:6]=[O:7])[cH:8][cH:9][cH:10]1.[CH3:27][c:28]1[cH:29][cH:30][cH:31][cH:32][cH:33]1.[OH2:15].[OH:11][CH2:12][CH2:13][OH:14].[c:16]1([CH3:17])[cH:18][cH:19][c:20]([S:21]([OH:22])(=[O:23])=[O:24])[cH:25][cH:26]1>>[C:1](#[N:2])[c:3]1[cH:4][c:5]([CH:6]2[O:7][CH2:13][CH2:12][O:11]2)[cH:8][cH:9][cH:10]1. Reactants: N#Cc1cccc(C=O)c1, Cc1ccccc1, O, OCCO, Cc1ccc(S(=O)(=O)O)cc1. Reactants: aqueous solution, Cl[O-].[Na+] (sodium hypochlorite), 4c, BrC1=C(NC=C1)C(=O)OC (Methyl 3-bromo-1H-pyrrole-2-carboxylate), [OH-].[Na+] (sodium hydroxide), [OH-].[NH4+] (ammonium hydroxide), [Cl-].[NH4+] (ammonium chloride). The reagents and catalysts are CCCCCCCC[N+](C)(CCCCCCCC)CCCCCCCC.[Cl-] (aliquat 336). The product is NN1C(=C(C=C1)Br)C(=O)OC (Methyl 1-amino-3-bromo-1H-pyrrole-2-carboxylate). Isolated yield 32.1%. RXN SMILES: [Br:1][C:2]1[CH:6]=[CH:5][NH:4][C:3]=1[C:7]([O:9][CH3:10])=[O:8].[OH-].[Na+].[OH-].[NH4+:14].[Cl-].[NH4+].Cl[O-].[Na+]>CCCCCCCC[N+](CCCCCCCC)(CCCCCCCC)C.[Cl-]>[NH2:14][N:4]1[CH:5]=[CH:6][C:2]([Br:1])=[C:3]1[C:7]([O:9][CH3:10])=[O:8] |f:1.2,3.4,5.6,7.8,9.10|. Procedure: Methyl 3-bromo-1H-pyrrole-2-carboxylate (1.74 g, 8.53 mmol) was treated with an aqueous solution of sodium hydroxide (32%, 25 mL, 172.3 mmol), ammonium hydroxide solution (8M, 8 mL, 63.5 mmol), ammonium chloride (2.74 g, 51.2 mmol), aliquat 336 (312 μl, 0.68 mmol) and a 10% aqueous solution of sodium hypochlorite (10%, 56 mL, 75.4 mmol) according to the method of Preparation 4c to give 600 mg (23% yield) of the title product. Purity 70%. Reactants: COC(=O)CBr, CCc1c(C(=O)C(N)=O)c2c(N)cccc2n1Cc1ccccc1, CN(C)C=O, O. The product is CCc1c(C(=O)C(N)=O)c2c(NCC(=O)OC)cccc2n1Cc1ccccc1. As a reaction SMILES: [Br:1][CH2:2][C:3](=[O:4])[O:5][CH3:6].[NH2:7][c:8]1[c:9]2[c:10]([C:26]([C:27](=[O:28])[NH2:29])=[O:30])[c:11]([CH2:24][CH3:25])[n:12]([CH2:17][c:18]3[cH:19][cH:20][cH:21][cH:22][cH:23]3)[c:13]2[cH:14][cH:15][cH:16]1.[O:31]=[CH:32][N:33]([CH3:34])[CH3:35].[OH2:36]>>[CH2:2]([C:3](=[O:4])[O:5][CH3:6])[NH:7][c:8]1[c:9]2[c:10]([C:26]([C:27](=[O:28])[NH2:29])=[O:30])[c:11]([CH2:24][CH3:25])[n:12]([CH2:17][c:18]3[cH:19][cH:20][cH:21][cH:22][cH:23]3)[c:13]2[cH:14][cH:15][cH:16]1. Reactants: NC1=CC=C(C(=N1)[C@]1(N=C(O[C@@H](C1)C(F)(F)F)NC(OC(C)(C)C)=O)C)F (tert-Butyl ((4S,6S)-4-(6-amino-3-fluoropyridin-2-yl)-4-methyl-6-(trifluoromethyl)-5,6-dihydro-4H-1,3-oxazin-2-yl)carbamate), C(C)(C)N(C(C)C)CC (N,N-diisopropylethylamine), C(#N)C=1C=C(C(=NC1)C(=O)O)C (5-cyano-3-methylpicolinic acid), C(#N)C=1C=C(C(=NC1)C(=O)O)C (5-cyano-3-methylpicolinic acid), C(C(=O)Cl)(=O)Cl (oxalyl chloride), C(#N)C=1C=C(C(=NC1)C(=O)Cl)C (5-cyano-3-methylpicolinoyl chloride). The solvent is CN(C)C=O (DMF), C(Cl)Cl (DCM), C(=O)(O)[O-].[Na+] (NaHCO3), C(Cl)Cl (DCM). Run at time 30 minute. Product: C(#N)C=1C=C(C(=NC1)C(=O)NC1=CC=C(C(=N1)[C@]1(N=C(O[C@@H](C1)C(F)(F)F)NC(OC(C)(C)C)=O)C)F)C (tert-butyl ((4S,6S)-4-(6-(5-cyano-3-methylpicolinamido)-3-fluoropyridin-2-yl)-4-methyl-6-(trifluoromethyl)-5,6-dihydro-4H-1,3-oxazin-2-yl)carbamate). Yield: 47.5%. RXN SMILES: [C:1]([C:3]1[CH:4]=[C:5]([CH3:12])[C:6]([C:9]([OH:11])=O)=[N:7][CH:8]=1)#[N:2].C(Cl)(=O)C(Cl)=O.[NH2:19][C:20]1[N:25]=[C:24]([C@:26]2([CH3:44])[CH2:31][C@@H:30]([C:32]([F:35])([F:34])[F:33])[O:29][C:28]([NH:36][C:37](=[O:43])[O:38][C:39]([CH3:42])([CH3:41])[CH3:40])=[N:27]2)[C:23]([F:45])=[CH:22][CH:21]=1.C(N(CC)C(C)C)(C)C.C(C1C=C(C)C(C(Cl)=O)=NC=1)#N>C(Cl)Cl.C([O-])(O)=O.[Na+].CN(C=O)C>[C:1]([C:3]1[CH:4]=[C:5]([CH3:12])[C:6]([C:9]([NH:19][C:20]2[N:25]=[C:24]([C@:26]3([CH3:44])[CH2:31][C@@H:30]([C:32]([F:35])([F:33])[F:34])[O:29][C:28]([NH:36][C:37](=[O:43])[O:38][C:39]([CH3:40])([CH3:42])[CH3:41])=[N:27]3)[C:23]([F:45])=[CH:22][CH:21]=2)=[O:11])=[N:7][CH:8]=1)#[N:2] |f:6.7|. Reported procedure: To a solution of 5-cyano-3-methylpicolinic acid (intermediate 16, 0.050 g, 0.308 mmol) in DCM (2.5 mL) was added oxalyl chloride (0.040 mL, 0.463 mmol) and a drop of DMF. The reaction mixture was stirred for 30 min at room temperature. The reaction mixture was concentrated under reduced pressure and the residue was dissolved in DCM (1 mL). A flask was charged with a solution of tert-butyl ((4S,6S)-4-(6-amino-3-fluoropyridin-2-yl)-4-methyl-6-(trifluoromethyl)-5,6-dihydro-4H-1,3-oxazin-2-yl)carbam...